This data is from the Open Reaction Database (ORD), a public repository of structured organic reaction records. The task is: describe an organic reaction: reactants, conditions, products, and yield The reactants are compound 139, N1=CC(=CC=C1)O (pyridin-3-ol), Cl.ClCC1=C(N=C2N1C=C(C=C2)C)C2=CC=C(C=C2)C (3-(chloromethyl)-6-methyl-2-p-tolylimidazo[1,2-a]pyridine hydrochloride), N1(N=NC2=C1C=CC=C2)O (1H-benzo[d][1,2,3]triazol-1-ol). The product is CC=1C=CC=2N(C1)C(=C(N2)C2=CC=C(C=C2)C)COC=2C=NC=CC2 (6-Methyl-3-(pyridin-3-yloxymethyl)-2-p-tolyl-imidazo[1,2-a]pyridine). Reaction SMILES: Cl.Cl[CH2:3][C:4]1[N:8]2[CH:9]=[C:10]([CH3:13])[CH:11]=[CH:12][C:7]2=[N:6][C:5]=1[C:14]1[CH:19]=[CH:18][C:17]([CH3:20])=[CH:16][CH:15]=1.N1(O)C2C=CC=CC=2N=N1.[N:31]1[CH:36]=[CH:35][CH:34]=[C:33]([OH:37])[CH:32]=1>>[CH3:13][C:10]1[CH:11]=[CH:12][C:7]2[N:8]([C:4]([CH2:3][O:37][C:33]3[CH:32]=[N:31][CH:36]=[CH:35][CH:34]=3)=[C:5]([C:14]3[CH:19]=[CH:18][C:17]([CH3:20])=[CH:16][CH:15]=3)[N:6]=2)[CH:9]=1 |f:0.1|. Procedure: The title compound was prepared according to Method A and the experimentals described for compound 139 from 3-(chloromethyl)-6-methyl-2-p-tolylimidazo[1,2-a]pyridine hydrochloride and 1H-benzo[d][1,2,3]triazol-1-ol. and pyridin-3-ol. m/e+ 350 for C21H20N3O [M+H]+; 1H-NMR (400 MHz, CDCl3) δ 8.38 (d, J=1.8 Hz, 1H), 8.27 (dd, J=1.8, 4.4 Hz, 1H), 8.21 (d, J=2.5 Hz, 1H), 8.02 (d, J=4.4 Hz, 1H), 7.91 (s, 1H), 7.59 (dd, J=1.4, 8.0 Hz, 2H), 7.23 (d, J=1.4, 8.0 Hz, 2H), 7.15 (m, 2H), 5.42 (s, 2H), 2.36 (... Yields the product ClC1=C(C=CC(=C1)OC)C=1N=C(C(=NC1CC)N[C@H]1[C@H](CC2=CC=CC=C12)OCCF)CC (5-(2-chloro-4-methoxyphenyl)-3,6-diethyl-N-[(1R,2S)-2-(2-fluoroethoxy)-2,3-dihydro-1H-inden-1-yl]pyrazin-2-amine). Reported procedure: Following the procedure for the preparation of 5-(2,4-dichlorophenyl)-N-[(1R,2S)-2-ethoxy-2,3-dihydro-1H-inden-1-yl]-3,6-diethylpyrazin-2-amine but substituting (1R,2S)-1-{[5-(2-chloro-4-methoxyphenyl)-3,6-diethylpyrazin-2-yl]amino}-2,3-dihydro-1H-inden-2-ol and 1-bromo-2-fluoroethane and making non-critical variations provided the title compound as a pale yellow semi-solid. IR (diffuse reflectance) 2970, 1604, 1564, 1481, 1439, 1391, 1286, 1228, 1204, 1182, 1123, 1109, 1044, 876, 750 cm−1; OAMS... Starting materials: ClC1=C(C=CC(=C1)Cl)C=1N=C(C(=NC1CC)N[C@H]1[C@H](CC2=CC=CC=C12)OCC)CC (5-(2,4-dichlorophenyl)-N-[(1R,2S)-2-ethoxy-2,3-dihydro-1H-inden-1-yl]-3,6-diethylpyrazin-2-amine), ClC1=C(C=CC(=C1)OC)C=1N=C(C(=NC1CC)N[C@H]1[C@H](CC2=CC=CC=C12)O)CC ((1R,2S)-1-{[5-(2-chloro-4-methoxyphenyl)-3,6-diethylpyrazin-2-yl]amino}-2,3-dihydro-1H-inden-2-ol), BrCCF (1-bromo-2-fluoroethane). Reaction SMILES: ClC1C=C(Cl)C=CC=1C1N=C(CC)C(N[C@@H]2C3C(=CC=CC=3)C[C@@H]2OCC)=NC=1CC.[Cl:32][C:33]1[CH:38]=[C:37]([O:39][CH3:40])[CH:36]=[CH:35][C:34]=1[C:41]1[N:42]=[C:43]([CH2:60][CH3:61])[C:44]([NH:49][C@@H:50]2[C:58]3[C:53](=[CH:54][CH:55]=[CH:56][CH:57]=3)[CH2:52][C@@H:51]2[OH:59])=[N:45][C:46]=1[CH2:47][CH3:48].Br[CH2:63][CH2:64][F:65]>>[Cl:32][C:33]1[CH:38]=[C:37]([O:39][CH3:40])[CH:36]=[CH:35][C:34]=1[C:41]1[N:42]=[C:43]([CH2:60][CH3:61])[C:44]([NH:49][C@@H:50]2[C:58]3[C:53](=[CH:54][CH:55]=[CH:56][CH:57]=3)[CH2:52][C@@H:51]2[O:59][CH2:63][CH2:64][F:65])=[N:45][C:46]=1[CH2:47][CH3:48]. Reactants: [Al+3], C=C1CC(=O)OC1=O, [Cl-], [Cl-], [Cl-], Clc1ccc(-c2ccccc2)cc1, Cc1ccc(Cl)cc1, O. Yields the product C=C(CC(=O)c1ccc(-c2ccc(Cl)cc2)cc1)C(=O)O. As a reaction SMILES: [Al+3:2].[C:13]1(=[O:20])[C:14](=[CH2:15])[CH2:16][C:17](=[O:18])[O:19]1.[Cl-:1].[Cl-:3].[Cl-:4].[Cl:21][c:22]1[cH:23][cH:24][c:25](-[c:28]2[cH:29][cH:30][cH:31][cH:32][cH:33]2)[cH:26][cH:27]1.[Cl:5][c:6]1[cH:7][cH:8][c:9]([CH3:10])[cH:11][cH:12]1.[OH2:34]>>[C:13]([C:14](=[CH2:15])[CH2:16][C:17](=[O:18])[c:31]1[cH:30][cH:29][c:28](-[c:25]2[cH:24][cH:23][c:22]([Cl:21])[cH:27][cH:26]2)[cH:33][cH:32]1)([OH:19])=[O:20]. Starting materials: CN(CCCN1C2=CC=CC=C2C=2C=C(C=CC12)C=O)C (9-(3-(dimethylamino)propyl)-9H-carbazole-3-carbaldehyde), N1CC(CCC1)NC(OC(C)(C)C)=O (tert-butyl piperidin-3-ylcarbamate), C(C)(=O)O (acetic acid), [BH3-]C#N.[Na+] (NaBH3CN). Solvent: CO (MeOH), C(Cl)Cl (DCM), CCO (EtOH). Reaction conditions: temperature 40 celsius, time 16 hour. Yields the product C(N)(OC1CNCCC1)=O (piperidin-3-yl carbamate). The yield is 121.3%. RXN SMILES: CN(C)CCC[N:6]1[C:18]2[CH:17]=[CH:16][C:15]([CH:19]=O)=CC=2C2C1=CC=CC=2.N1CCCC([NH:28][C:29](=[O:35])[O:30]C(C)(C)C)C1.C(O)(=O)C.[BH3-]C#N.[Na+]>CCO.CO.C(Cl)Cl>[C:29](=[O:30])([O:35][CH:15]1[CH2:16][CH2:17][CH2:18][NH:6][CH2:19]1)[NH2:28] |f:3.4|. Procedure details: A 250-mL round-bottomed flask was charged with a solution of 9-(3-(dimethylamino)propyl)-9H-carbazole-3-carbaldehyde (800 mg, 2.86 mmol, 1.00 equiv) in EtOH (120 mL), tert-butyl piperidin-3-ylcarbamate (1.07 g, 5.35 mmol, 1.50 equiv), acetic acid (1.03 g, 17.17 mmol, 6.00 equiv) and NaBH3CN (720 mg, 11.43 mmol, 4.00 equiv). The resulting mixture was stirred at 40° C. in an oil bath for 16 hours. The reaction progress was monitored by TLC (DCM: MeOH=10:1). The reaction was then quenched by the ad... The reactants are ClC1=NC(=NC(=C1)Cl)C (4,6-dichloro-2-methylpyrimidine), C(C)(=O)OCC (ethyl acetate), COC1=CC=C(C=C1)CN (1-(4-methoxyphenyl)methanamine), [OH-].[K+] (potassium hydroxide). Run in CN(C)C=O (DMF), CN(C)C=O (DMF). Conditions: time 10 minute. Product: ClC1=CC(=NC(=N1)C)NCC1=CC=C(C=C1)OC (6-chloro-N-(4-methoxybenzyl)-2-methylpyrimidin-4-amine). RXN SMILES: [CH3:1][O:2][C:3]1[CH:8]=[CH:7][C:6]([CH2:9][NH2:10])=[CH:5][CH:4]=1.[OH-].[K+].[Cl:13][C:14]1[CH:19]=[C:18](Cl)[N:17]=[C:16]([CH3:21])[N:15]=1.C(OCC)(=O)C>CN(C=O)C>[Cl:13][C:14]1[N:15]=[C:16]([CH3:21])[N:17]=[C:18]([NH:10][CH2:9][C:6]2[CH:7]=[CH:8][C:3]([O:2][CH3:1])=[CH:4][CH:5]=2)[CH:19]=1 |f:1.2|. Reported procedure: 1-(4-methoxyphenyl)methanamine (1.51 g, 11 mmol) was added in DMF (15 mL), potassium hydroxide was added and stirred at room temperature for 10 minutes. The reaction was cooled to −2° C., 4,6-dichloro-2-methylpyrimidine (1.63 g, 10 mmol) in DMF (5 mL) was added drop-wise at a speed the internal temperature was controlled <0° C. After 30 minutes, the reaction was added ethyl acetate (50 mL), washed with brine (20 mL×2). The organic phase was dried by magnesium sulfate, filter, concentrated and pu... Starting materials: C([O-])([O-])=O.[K+].[K+] (potassium carbonate), NC1=C(OC2=C1C=C(C=C2)Cl)C(C2=C(C=CC=C2)O)=O (3-amino-5-chloro-2-(2-hydroxybenzoyl)-benzofuran), C(C)I (ethyl iodide). Run in CN(C)C=O (DMF), C(C)(=O)OCC (ethyl acetate). Run at temperature 60 celsius, time 2 hour. Yields the product NC1=C(OC2=C1C=C(C=C2)Cl)C(C2=C(C=CC=C2)OCC)=O (3-Amino-5-chloro-2-(2-ethoxybenzoyl)-benzofuran). As a reaction SMILES: C(=O)([O-])[O-].[K+].[K+].[NH2:7][C:8]1[C:12]2[CH:13]=[C:14]([Cl:17])[CH:15]=[CH:16][C:11]=2[O:10][C:9]=1[C:18](=[O:26])[C:19]1[CH:24]=[CH:23][CH:22]=[CH:21][C:20]=1[OH:25].[CH2:27](I)[CH3:28]>CN(C=O)C.C(OCC)(=O)C>[NH2:7][C:8]1[C:12]2[CH:13]=[C:14]([Cl:17])[CH:15]=[CH:16][C:11]=2[O:10][C:9]=1[C:18](=[O:26])[C:19]1[CH:24]=[CH:23][CH:22]=[CH:21][C:20]=1[O:25][CH2:27][CH3:28] |f:0.1.2|. Procedure details: A suspension of potassium carbonate (0.056 g, 0.4 mmol), 3-amino-5-chloro-2-(2-hydroxybenzoyl)-benzofuran (0.05 g, 0.4 mmol) and ethyl iodide (0.05 g, 0.34 mmol) in dry DMF is stirred at 60° C. for 2 h. The resulting mixture is diluted with ethyl acetate and washed with water. Drying over sodium sulfate, filtering, evaporating the solvent and purification of the residue by silicagel column chromatography yields the title compound, having a m.p. of 114-115° C. Starting materials: CS(C)=O, CCCCCC, CC(=O)OCC(=O)CCl, [H-], [Na+]. Yields the product C=C(CCl)COC(C)=O. As a reaction SMILES: [CH3:12][S:13]([CH3:14])=[O:15].[CH3:16][CH2:17][CH2:18][CH2:19][CH2:20][CH3:21].[Cl:3][CH2:4][C:5]([CH2:6][O:7][C:8]([CH3:9])=[O:10])=[O:11].[H-:1].[Na+:2]>>[Cl:3][CH2:4][C:5]([CH2:6][O:7][C:8]([CH3:9])=[O:10])=[CH2:12]. Reactants: Brc1ccccc1, CN(C)c1ccncc1, Clc1ccnc2cc(I)sc12, Cn1c(Nc2ccccc2)ncc(-c2ccc(O)c(F)c2)c1=O. Yields the product Cn1c(Nc2ccccc2)ncc(-c2ccc(Oc3ccnc4cc(I)sc34)c(F)c2)c1=O. Reaction SMILES: [Br:44][c:45]1[cH:46][cH:47][cH:48][cH:49][cH:50]1.[CH3:35][N:36]([c:37]1[cH:38][cH:39][n:40][cH:41][cH:42]1)[CH3:43].[Cl:24][c:25]1[c:26]2[c:27]([n:28][cH:29][cH:30]1)[cH:31][c:32]([I:34])[s:33]2.[F:1][c:2]1[cH:3][c:4](-[c:9]2[c:10](=[O:23])[n:11]([CH3:22])[c:12]([NH:15][c:16]3[cH:17][cH:18][cH:19][cH:20][cH:21]3)[n:13][cH:14]2)[cH:5][cH:6][c:7]1[OH:8]>>[F:1][c:2]1[cH:3][c:4](-[c:9]2[c:10](=[O:23])[n:11]([CH3:22])[c:12]([NH:15][c:16]3[cH:17][cH:18][cH:19][cH:20][cH:21]3)[n:13][cH:14]2)[cH:5][cH:6][c:7]1[O:8][c:25]1[c:26]2[c:27]([n:28][cH:29][cH:30]1)[cH:31][c:32]([I:34])[s:33]2. Reactants: C(CCCCC#C)(=O)O (hept-6-ynoic acid), C(C)(C)(C)C1(COC1)CO (3-t-butyl-3-hydroxymethyloxetane), C(C)(C)(C)C(CO)(CO)CO (2-t-butyl-2-hydroxymethylpropan-1,3-diol). Product: C(C)(C)(C)C12COC(OC1)(OC2)CCCCC#C (4-t-butyl-1-(hex-5-ynyl)-2,6,7-trioxabicyclo[2.2.2]octane). RXN SMILES: [C:1]([OH:9])(=[O:8])[CH2:2][CH2:3][CH2:4][CH2:5][C:6]#[CH:7].[C:10]([C:14]1([CH2:18]O)[CH2:17][O:16][CH2:15]1)([CH3:13])([CH3:12])[CH3:11].C(C(CO)(CO)CO)(C)(C)C>>[C:10]([C:14]12[CH2:15][O:16][C:1]([CH2:2][CH2:3][CH2:4][CH2:5][C:6]#[CH:7])([O:9][CH2:18]1)[O:8][CH2:17]2)([CH3:13])([CH3:12])[CH3:11]. Procedure: Using the procedure described in stage (vi) of Example I and starting from hept-6-ynoic acid and 3-t-butyl-3-hydroxymethyloxetane (2-t-butyl-2-hydroxymethylpropan-1,3-diol was prepared by the method of Y. Ozoe and M. Eto Agric. Biol. Chem. 1982, 46, 411), 4-t-butyl-1-(hex-5-ynyl)-2,6,7-trioxabicyclo[2.2.2]octane was prepared. Product: BrC1=CC=C(C=C1)NC(CC(=O)O)=O (3-((4-bromophenyl)amino)-3-oxopropanoic acid). Starting materials: BrC1=CC=C(N)C=C1 (4-bromoaniline), CC1(OC(CC(O1)=O)=O)C (2,2-dimethyl-1,3-dioxan-4,6-dione). Reaction conditions: temperature 80 celsius. Reaction SMILES: [Br:1][C:2]1[CH:8]=[CH:7][C:5]([NH2:6])=[CH:4][CH:3]=1.CC1(C)[O:15][C:14](=O)[CH2:13][C:12](=[O:17])[O:11]1>>[Br:1][C:2]1[CH:8]=[CH:7][C:5]([NH:6][C:14](=[O:15])[CH2:13][C:12]([OH:17])=[O:11])=[CH:4][CH:3]=1. Procedure details: According to the general method described in Synth. Commun. 2010, 40, 732, a mixture of 4-bromoaniline (10.0 g, 58.1 mmol) and 2,2-dimethyl-1,3-dioxan-4,6-dione (8.40 g, 58.1 mmol) was heated at 80° C. for 1 hour and cooled to room temperature to provide 3-((4-bromophenyl)amino)-3-oxopropanoic acid as a solid. A stream of nitrogen gas was passed over the solid product to remove liquid acetone formed as a by-product. To this solid was added Eaton's reagent (40 mL) and heated at 70° C. for 12 hour...